This data is from the Open Reaction Database (ORD), a public repository of structured organic reaction records. The task is: describe an organic reaction: reactants, conditions, products, and yield Starting materials: C1(CCCC1)CCC(=O)O (cyclopentanepropanoic acid), NC1=C2C=CC(=NC2=CC=C1Cl)N1CCC(CC1)C(=O)OCC (1-(5-amino-6-chloro-2-quinolinyl)-4-piperidinecarboxylic acid, ethyl ester). The product is ClC=1C(=C2C=CC(=NC2=CC1)N1CCC(CC1)C(=O)OCC)NC(CCC1CCCC1)=O (1-[6-Chloro-5-[(3-cyclopentyl-1-oxopropyl)amino]-2-quinolinyl]-4-piperidinecarboxylic Acid, Ethyl Ester). As a reaction SMILES: [CH:1]1([CH2:6][CH2:7][C:8]([OH:10])=O)[CH2:5][CH2:4][CH2:3][CH2:2]1.[NH2:11][C:12]1[C:21]([Cl:22])=[CH:20][CH:19]=[C:18]2[C:13]=1[CH:14]=[CH:15][C:16]([N:23]1[CH2:28][CH2:27][CH:26]([C:29]([O:31][CH2:32][CH3:33])=[O:30])[CH2:25][CH2:24]1)=[N:17]2>>[Cl:22][C:21]1[C:12]([NH:11][C:8](=[O:10])[CH2:7][CH2:6][CH:1]2[CH2:2][CH2:3][CH2:4][CH2:5]2)=[C:13]2[C:18](=[CH:19][CH:20]=1)[N:17]=[C:16]([N:23]1[CH2:24][CH2:25][CH:26]([C:29]([O:31][CH2:32][CH3:33])=[O:30])[CH2:27][CH2:28]1)[CH:15]=[CH:14]2. Procedure details: Prepared according to the method of example 62(a), using cyclopentanepropanoic acid (256 mg) and 1-(5-amino-6-chloro-2-quinolinyl)-4-piperidinecarboxylic acid, ethyl ester Example 77(a)) (200 mg), to afford the sub-titled compound (240 mg). Starting materials: C(C1=CC=CC=C1)OCCCC1=CC=C(C=C1)CC=1C(NNC1C(F)(F)F)=O (4-({4-[3-(benzyloxy)propyl]phenyl}methyl)-5-trifluoromethyl-1,2-dihydro-3H-pyrazole-3-one), CC(=O)OC[C@@H]1[C@H]([C@@H]([C@H]([C@H](O1)Br)OC(=O)C)OC(=O)C)OC(=O)C (acetobromo-α-D-glucose), C([O-])([O-])=O.[K+].[K+] (potassium carbonate). Run in C(C)#N (acetonitrile). Run at temperature 60 celsius, time 20 hour. Yields the product C(C1=CC=CC=C1)OCCCC1=CC=C(C=C1)CC=1C(=NNC1C(F)(F)F)O[C@H]1[C@H](OC(C)=O)[C@@H](OC(C)=O)[C@H](OC(C)=O)[C@H](O1)COC(C)=O (4-({4-[3-(benzyloxy)propyl]phenyl}methyl)-5-trifluoromethyl-3-(2,3,4,6-tetra-O-acetyl-β-D-glucopyranosyloxy)-1H-pyrazole). The yield is 41.8%. RXN SMILES: [CH2:1]([O:8][CH2:9][CH2:10][CH2:11][C:12]1[CH:17]=[CH:16][C:15]([CH2:18][C:19]2[C:20](=[O:28])[NH:21][NH:22][C:23]=2[C:24]([F:27])([F:26])[F:25])=[CH:14][CH:13]=1)[C:2]1[CH:7]=[CH:6][CH:5]=[CH:4][CH:3]=1.[CH3:29][C:30]([O:32][CH2:33][C@H:34]1[O:39][C@H:38](Br)[C@H:37]([O:41][C:42]([CH3:44])=[O:43])[C@@H:36]([O:45][C:46]([CH3:48])=[O:47])[C@@H:35]1[O:49][C:50]([CH3:52])=[O:51])=[O:31].C(=O)([O-])[O-].[K+].[K+]>C(#N)C>[CH2:1]([O:8][CH2:9][CH2:10][CH2:11][C:12]1[CH:17]=[CH:16][C:15]([CH2:18][C:19]2[C:20]([O:28][C@@H:38]3[O:39][C@H:34]([CH2:33][O:32][C:30](=[O:31])[CH3:29])[C@@H:35]([O:49][C:50](=[O:51])[CH3:52])[C@H:36]([O:45][C:46](=[O:47])[CH3:48])[C@H:37]3[O:41][C:42](=[O:43])[CH3:44])=[N:21][NH:22][C:23]=2[C:24]([F:27])([F:26])[F:25])=[CH:14][CH:13]=1)[C:2]1[CH:7]=[CH:6][CH:5]=[CH:4][CH:3]=1 |f:2.3.4|. Procedure: To a solution of 4-({4-[3-(benzyloxy)propyl]phenyl}methyl)-5-trifluoromethyl-1,2-dihydro-3H-pyrazole-3-one (0.83 g) and acetobromo-α-D-glucose (1.5 g) in acetonitrile (12 mL) was added potassium carbonate (0.55 g), and the mixture was stirred at 60° C. for 20 hours. Insoluble materials were removed by filtration, and the solvent of the filtrate was removed under reduced pressure. The residue was purified by column chromatography on silica gel (eluent: hexane/ethyl acetate=1/1-1/2) to give 4-({4-... Reactants: O=C([O-])[O-], CC#N, ClCc1ccc(Cl)nc1, [K+], [K+], C1CCCNCC1. Product: Clc1ccc(CN2CCCCCC2)cn1. As a reaction SMILES: [C:17](=[O:18])([O-:19])[O-:20].[CH3:23][C:24]#[N:25].[Cl:1][c:2]1[n:3][cH:4][c:5]([CH2:8][Cl:9])[cH:6][cH:7]1.[K+:21].[K+:22].[NH:10]1[CH2:11][CH2:12][CH2:13][CH2:14][CH2:15][CH2:16]1>>[Cl:1][c:2]1[n:3][cH:4][c:5]([CH2:8][N:10]2[CH2:11][CH2:12][CH2:13][CH2:14][CH2:15][CH2:16]2)[cH:6][cH:7]1.